From a dataset of the Open Reaction Database (ORD), a public repository of structured organic reaction records. describe an organic reaction: reactants, conditions, products, and yield Procedure details: In a manner analogous to that described in Example 12, 4.1 g of 5-acetyl-1-methyl-benzimidazole-2-methanol can be oxidised with 4 g of potassium permanganate to give 5-acetyl-1-methyl-benzimidazole-2-carboxylic acid with a melting point above 135°. Product: C(C)(=O)C1=CC2=C(N(C(=N2)C(=O)O)C)C=C1 (5-acetyl-1-methyl-benzimidazole-2-carboxylic acid). Starting materials: C(C)(=O)C1=CC2=C(N(C(=N2)CO)C)C=C1 (5-acetyl-1-methyl-benzimidazole-2-methanol), [Mn](=O)(=O)(=O)[O-].[K+] (potassium permanganate). Reaction SMILES: [C:1]([C:4]1[CH:15]=[CH:14][C:7]2[N:8]([CH3:13])[C:9]([CH2:11][OH:12])=[N:10][C:6]=2[CH:5]=1)(=[O:3])[CH3:2].[Mn]([O-])(=O)(=O)=[O:17].[K+]>>[C:1]([C:4]1[CH:15]=[CH:14][C:7]2[N:8]([CH3:13])[C:9]([C:11]([OH:17])=[O:12])=[N:10][C:6]=2[CH:5]=1)(=[O:3])[CH3:2] |f:1.2|. The reactants are ClC1=CC=C2C(=CNC2=C1)C(=O)N1CCN(CC1)C1=C(C=CC=C1)F ((6-chloro-1H-indol-3-yl)-[4-(2-fluoro-phenyl)-piperazin-1-yl]-methanone), ClCC(=O)NC (2-chloro-N-methyl-acetamide). Yields the product ClC1=CC=C2C(=CN(C2=C1)CC(=O)NC)C(=O)N1CCN(CC1)C1=C(C=CC=C1)F (2-{6-Chloro-3-[4-(2-fluoro-phenyl)-piperazine-1-carbonyl]-indol-1-yl}-N-methyl-acetamide). Reaction SMILES: [Cl:1][C:2]1[CH:10]=[C:9]2[C:5]([C:6]([C:11]([N:13]3[CH2:18][CH2:17][N:16]([C:19]4[CH:24]=[CH:23][CH:22]=[CH:21][C:20]=4[F:25])[CH2:15][CH2:14]3)=[O:12])=[CH:7][NH:8]2)=[CH:4][CH:3]=1.Cl[CH2:27][C:28]([NH:30][CH3:31])=[O:29]>>[Cl:1][C:2]1[CH:10]=[C:9]2[C:5]([C:6]([C:11]([N:13]3[CH2:18][CH2:17][N:16]([C:19]4[CH:24]=[CH:23][CH:22]=[CH:21][C:20]=4[F:25])[CH2:15][CH2:14]3)=[O:12])=[CH:7][N:8]2[CH2:27][C:28]([NH:30][CH3:31])=[O:29])=[CH:4][CH:3]=1. Reported procedure: Following general procedure II, the alkylation of (6-chloro-1H-indol-3-yl)-[4-(2-fluoro-phenyl)-piperazin-1-yl]-methanone (preparation described herein), with (commercially available) 2-chloro-N-methyl-acetamide gave the title compound. Product: CC=1C=CC=2C(=C3C(=NC2C1)CCNCC3)C (2,3,4,5-tetrahydro-8,11-dimethyl-1H-azepino[4,5-b]quinoline), dihydrochlorides. As a reaction SMILES: [CH3:1][C:2]1[CH:7]=[CH:6][C:5]([C:8]([CH2:10]N)=O)=[CH:4][CH:3]=1.[C:12]1([NH2:23])[C:17](F)=[C:16](F)[C:15](F)=[C:14]([NH2:21])[C:13]=1F.Cl.Cl>>[CH3:1][C:2]1[CH:3]=[CH:4][C:5]2[C:8]([CH3:10])=[C:17]3[CH2:16][CH2:15][NH:21][CH2:14][CH2:13][C:12]3=[N:23][C:6]=2[CH:7]=1 |f:1.2.3|. Procedure details: 1,2,4,5-Tetrahydro-8,11-dimethyl-3H-azepino[4,5-b]quinoline, 2,3,4,5-tetrahydro-8,11-dimethyl-1H-azepino[4,5-b]quinoline and their dihydrochlorides were prepared from hexahydro-azepinone-(4) hydrochloride and 2-amino-4-methyl-acetophenone analogous to Example 127. Yield of the dihydrochloride of the [4,5-b]-isomer: 17% of theory; m.p. 290°-292° C. (decomp.). Starting materials: C1(=C(C(=C(C(=C1F)F)F)N)F)N.Cl.Cl (dihydrochloride), hexahydro-azepinone-(4) hydrochloride, CC1=CC=C(C=C1)C(=O)CN (2-amino-4-methyl-acetophenone). Starting materials: C(C1=CC=CC=C1)OC(NC1=CC2=C(OCCO2)C=C1)=O ((2,3-dihydro-benzo[1,4]dioxin-6-yl)-carbamic acid benzyl ester), C(CCC)(=O)OC[C@H]1CO1 ((R)-glycidyl butyrate), [Li]CCCC (n-BuLi), solution, C(=O)([O-])[O-].[Cs+].[Cs+] (Cs2CO3). Solvent: CC(OCC)=O (EA), C1CCOC1 (THF). Reaction conditions: temperature -78 celsius, time 1 hour. The product is O1CCOC2=C1C=CC(=C2)N2C(O[C@H](C2)CO)=O ((R)-3-(2,3-Dihydro-benzo[1,4]dioxin-6-yl)-5-hydroxymethyl-oxazolidin-2-one). The yield is 41.0%. RXN SMILES: C([O:8][C:9](=[O:21])[NH:10][C:11]1C=CC2OCC[O:18][C:13]=2[CH:12]=1)C1C=CC=CC=1.[Li][CH2:23]CCC.[C:27]([O:32][CH2:33][C@@H:34]1[O:36][CH2:35]1)(=O)[CH2:28][CH2:29][CH3:30].C([O-])([O-])=O.[Cs+].[Cs+]>C1COCC1.CC(=O)OCC>[O:32]1[C:27]2[CH:28]=[CH:29][C:30]([N:10]3[CH2:11][C@H:12]([CH2:13][OH:18])[O:8][C:9]3=[O:21])=[CH:23][C:35]=2[O:36][CH2:34][CH2:33]1 |f:3.4.5|. Procedure: A solution of (2,3-dihydro-benzo[1,4]dioxin-6-yl)-carbamic acid benzyl ester (3.0 g, 10.5 mmol, prepared according to procedure C in THF (60 mL) was cooled to −78° C. before the drop wise addition of n-BuLi (5.1 mL of a 2.5 M solution in hex, 1.2 eq). The mixture was stirred at −78° C. for 1 h and then warmed to −15° C. At this temperature (R)-glycidyl butyrate (1.98 g, 1.2 eq) was added drop wise. The mixture was stirred at rt overnight. Cs2CO3 (tip of a spatula) was added and the mixture heate... Procedure: A 100 ml flask was charged with 0.53 g (1.9 mmol) of tricyclohexylphosphine, 0.62 g (1.0 mmol) of di-μ-chlorobis((p-cymene)chlororuthenium), 50 ml of toluene, 0.22 ml (2 mmol) of phenylacetylene and 8.28 g (38.3 mmol) of 1,6-heptadiene-4-yl benzoate and the mixture was stirred at 80° C. for 22 hours in a nitrogen stream. The reaction solution was washed with an aqueous 1% sodium hydroxide solution and saturated brine in this order, followed by drying using magnesium sulfate anhydride. A solvent ... Reaction SMILES: C1(P(C2CCCCC2)C2CCCCC2)CCCCC1.C1(C#C)C=CC=CC=1.[C:28]([O:36][CH:37]([CH2:41][CH:42]=[CH2:43])[CH2:38]C=C)(=[O:35])[C:29]1[CH:34]=[CH:33][CH:32]=[CH:31][CH:30]=1>C1(C)C=CC=CC=1>[C:28]([O:36][CH:37]1[CH2:38][CH:43]=[CH:42][CH2:41]1)(=[O:35])[C:29]1[CH:30]=[CH:31][CH:32]=[CH:33][CH:34]=1. Product: C(C1=CC=CC=C1)(=O)OC1CC=CC1 (3-cyclopentenyl benzoate). The solvent is C1(=CC=CC=C1)C (toluene). Yield: 69.4%. Conditions: temperature 80 celsius, time 22 hour. The reactants are C1(CCCCC1)P(C1CCCCC1)C1CCCCC1 (tricyclohexylphosphine), di-μ-chlorobis((p-cymene)chlororuthenium), C1(=CC=CC=C1)C#C (phenylacetylene), C(C1=CC=CC=C1)(=O)OC(CC=C)CC=C (1,6-heptadiene-4-yl benzoate). Starting materials: [Si](C)(C)(C(C)(C)C)OCC#CC1(CCN(CC1)C(=O)OC(C)(C)C)O (tert-butyl 4-(3-((tert-butyldimethylsilyl)oxy)prop-1-yn-1-yl)-4-hydroxypiperidine-1-carboxylate), [Li]CCCC (n-BuLi), C(OC)(=O)Cl (methyl carbonochloridate). Run in C1CCOC1 (THF), C1CCOC1 (THF). Reaction conditions: temperature -78 celsius, time 1 hour. The product is C(C)(C)(C)OC(=O)N1CCC(CC1)(OC(=O)OC)C#CCO[Si](C)(C)C(C)(C)C (tert-butyl-4-(3-((tert-butyldimethylsilyl)oxy)prop-1-yn-1-yl)-4-((methoxycarbonyl)oxy)piperidine-1-carboxylate). The yield is 78.3%. Reaction SMILES: [Si:1]([O:8][CH2:9][C:10]#[C:11][C:12]1([OH:25])[CH2:17][CH2:16][N:15]([C:18]([O:20][C:21]([CH3:24])([CH3:23])[CH3:22])=[O:19])[CH2:14][CH2:13]1)([C:4]([CH3:7])([CH3:6])[CH3:5])([CH3:3])[CH3:2].[Li]CCCC.[C:31](Cl)(=[O:34])[O:32][CH3:33]>C1COCC1>[C:21]([O:20][C:18]([N:15]1[CH2:16][CH2:17][C:12]([C:11]#[C:10][CH2:9][O:8][Si:1]([C:4]([CH3:7])([CH3:6])[CH3:5])([CH3:3])[CH3:2])([O:25][C:31]([O:32][CH3:33])=[O:34])[CH2:13][CH2:14]1)=[O:19])([CH3:24])([CH3:23])[CH3:22]. Reported procedure: To a solution of tert-butyl 4-(3-((tert-butyldimethylsilyl)oxy)prop-1-yn-1-yl)-4-hydroxypiperidine-1-carboxylate (500 mg, 1.353 mmol) in 30 mL of anhydrous THF was added dropwise n-BuLi (0.65 mL, 1.623 mmol) at −78° C. under N2. After stirring for 1 h at −78° C., methyl carbonochloridate (176.2 mg, 1.623 mmol) in THF (1 mL) was added dropwise to the above solution at −78° C. under N2. The resulting mixture was stirred at −78° C. under N2 for 2 h, then allowed to warm to r.t. and stirred for anot... The reactants are CC1=CC=C(C=C1)C1=CC(=CC=C1)C(=O)OCC (ethyl 4'-methylbiphenyl-3-carboxylate), [OH-].[Na+] (sodium hydroxide). Solvent: C(C)O (ethanol). Yields the product CC1=CC=C(C=C1)C1=CC(=CC=C1)C(=O)O (4'-methylbiphenyl-3-carboxylic acid). The yield is 67.9%. As a reaction SMILES: [CH3:1][C:2]1[CH:7]=[CH:6][C:5]([C:8]2[CH:13]=[CH:12][CH:11]=[C:10]([C:14]([O:16]CC)=[O:15])[CH:9]=2)=[CH:4][CH:3]=1.[OH-].[Na+]>C(O)C>[CH3:1][C:2]1[CH:7]=[CH:6][C:5]([C:8]2[CH:13]=[CH:12][CH:11]=[C:10]([C:14]([OH:16])=[O:15])[CH:9]=2)=[CH:4][CH:3]=1 |f:1.2|. Procedure details: To a solution of ethyl 4'-methylbiphenyl-3-carboxylate (4.0 g) in ethanol (50 ml) was added a solution of 10 ml of 10% aqueous sodium hydroxide, and the mixture refluxed for 2 hours. Solvent was removed under reduced pressure, water added to the residue, and the solution filtered. The filtrate was acidified with dilute hydrochloric acid, and the white solid filtered off and dried under vacuum, yielding 2.4 g of 4'-methylbiphenyl-3-carboxylic acid m.p. 192° C.